This data is from the Open Reaction Database (ORD), a public repository of structured organic reaction records. The task is: describe an organic reaction: reactants, conditions, products, and yield Starting materials: Fc1ccc(F)c(CBr)c1Cl, Cn1c(=O)cc(N2CCCC(N)C2)n(Cc2cc(F)ccc2Br)c1=O. The product is Cn1c(=O)cc(N2CCCC(N)C2)n(Cc2c(F)ccc(F)c2Cl)c1=O. Reaction SMILES: [Cl:26][c:27]1[c:28]([CH2:29][Br:30])[c:31]([F:36])[cH:32][cH:33][c:34]1[F:35].[NH2:1][CH:2]1[CH2:3][N:4]([c:8]2[cH:9][c:10](=[O:25])[n:11]([CH3:24])[c:12](=[O:23])[n:13]2[CH2:14][c:15]2[cH:16][c:17]([F:18])[cH:19][cH:20][c:21]2[Br:22])[CH2:5][CH2:6][CH2:7]1>>[NH2:1][CH:2]1[CH2:3][N:4]([c:8]2[cH:9][c:10](=[O:25])[n:11]([CH3:24])[c:12](=[O:23])[n:13]2[CH2:29][c:28]2[c:27]([Cl:26])[c:34]([F:35])[cH:33][cH:32][c:31]2[F:36])[CH2:5][CH2:6][CH2:7]1.